From a dataset of the Open Reaction Database (ORD), a public repository of structured organic reaction records. describe an organic reaction: reactants, conditions, products, and yield Starting materials: ClC1=C(C#N)C=CC(=C1C)N1C(N2[C@H](C1)[C@@H](CC2)N=[N+]=[N-])=O (2-Chloro-4-[(7R,7aR)-7-azido-3-oxotetrahydro-1H-pyrrolo[1,2-c]imidazol-2(3H)-yl]-3-methylbenzonitrile). Reagents/catalysts: O=[Pt]=O (PtO2). Run in CO (MeOH), CO (MeOH). Yields the product N[C@@H]1CCN2C(N(CC21)C2=C(C(=C(C#N)C=C2)Cl)C)=O (4-[(7R)-7-Amino-3-oxotetrahydro-1H-pyrrolo[1,2-c]imidazol-2(3H)-yl]-2-chloro-3-methylbenzonitrile). Yield: 68.2%. As a reaction SMILES: [Cl:1][C:2]1[C:9]([CH3:10])=[C:8]([N:11]2[CH2:15][C@@H:14]3[C@H:16]([N:19]=[N+]=[N-])[CH2:17][CH2:18][N:13]3[C:12]2=[O:22])[CH:7]=[CH:6][C:3]=1[C:4]#[N:5]>CO.O=[Pt]=O>[NH2:19][C@H:16]1[CH:14]2[N:13]([C:12](=[O:22])[N:11]([C:8]3[CH:7]=[CH:6][C:3]([C:4]#[N:5])=[C:2]([Cl:1])[C:9]=3[CH3:10])[CH2:15]2)[CH2:18][CH2:17]1. Procedure details: A solution of compound 90B (20.5 mg, 0.06 mmol) in dry MeOH (1.0 mL) was treated with PtO2 (5.5 mg) and hydrogenated (balloon) at rt for 1.0 h. The reaction mixture was diluted with MeOH (1.0 mL) and filtered through a syringe filter, washing the syringe filter well with MeOH (3×1.0 mL). The clear filtrate was concentrated under reduced pressure and the residue was chromatographed (silica gel; CH2Cl2/CH3OH gradient) to yield the title compound (11.9 mg, 68.2%) as a white solid. HPLC: 100% at 1.3... Reactants: C1(CC1)NC(C1=CC(=C(C(=C1)C=1C=C2C(=CN(C(C2=CC1)=O)CC1=CC=C(C=C1)S(=O)(=O)C)C=O)C)F)=O (N-Cyclopropyl-3-fluoro-5-(4-formyl-2-(4-(methylsulfonyl)benzyl)-1-oxo-1,2-dihydroisoquinolin-6-yl)-4-methylbenzamide), OC[C@@H]1N(CCNC1)C(=O)OC(C)(C)C ((R)-2-(hydroxymethyl)-piperazine-1-carboxylic acid, tert-butyl ester). Yields the product C1(CC1)NC(C1=CC(=C(C(=C1)C=1C=C2C(=CN(C(C2=CC1)=O)CC1=CC=C(C=C1)S(=O)(=O)C)CN1C[C@@H](NCC1)CO)C)F)=O ((R)—N-Cyclopropyl-3-fluoro-5-(4-((3-(hydroxymethyl)piperazin-1-yl)methyl)-2-(4-(methylsulfonyl)benzyl)-1-oxo-1,2-dihydroisoquinolin-6-yl)-4-methylbenzamide). Reaction SMILES: [CH:1]1([NH:4][C:5](=[O:38])[C:6]2[CH:11]=[C:10]([C:12]3[CH:13]=[C:14]4[C:19](=[CH:20][CH:21]=3)[C:18](=[O:22])[N:17]([CH2:23][C:24]3[CH:29]=[CH:28][C:27]([S:30]([CH3:33])(=[O:32])=[O:31])=[CH:26][CH:25]=3)[CH:16]=[C:15]4[CH:34]=O)[C:9]([CH3:36])=[C:8]([F:37])[CH:7]=2)[CH2:3][CH2:2]1.[OH:39][CH2:40][C@H:41]1[CH2:46][NH:45][CH2:44][CH2:43][N:42]1C(OC(C)(C)C)=O>>[CH:1]1([NH:4][C:5](=[O:38])[C:6]2[CH:11]=[C:10]([C:12]3[CH:13]=[C:14]4[C:19](=[CH:20][CH:21]=3)[C:18](=[O:22])[N:17]([CH2:23][C:24]3[CH:29]=[CH:28][C:27]([S:30]([CH3:33])(=[O:31])=[O:32])=[CH:26][CH:25]=3)[CH:16]=[C:15]4[CH2:34][N:45]3[CH2:44][CH2:43][NH:42][C@@H:41]([CH2:40][OH:39])[CH2:46]3)[C:9]([CH3:36])=[C:8]([F:37])[CH:7]=2)[CH2:3][CH2:2]1. Procedure: The title compound was prepared as a solid according to the method of Example 81 using the product of Example 112 step i) and (R)-2-(hydroxymethyl)-piperazine-1-carboxylic acid, tert-butyl ester. Run at time 1 hour. The reactants are [OH-].[Na+] (Sodium hydroxide), aqueous solution, ClC1=C(C=CC(=C1)S(=O)(=O)CC(=O)OC)NC([C@@](C(F)(F)F)(C)O)=O ((R)-N-[2-chloro-4-(methoxycarbonylmethylsulphonyl)phenyl]-2-hydroxy-2-methyl-3,3,3-trifluoropropanamide), Cl (Hydrochloric acid), aqueous solution. Yields the product ClC1=C(C=CC(=C1)S(=O)(=O)CC(=O)O)NC([C@@](C(F)(F)F)(C)O)=O ((R)-N-[2-Chloro-4-(carboxymethylsulphonyl)phenyl]-2-hydroxy-2-methyl-3,3,3-trifluoropropanamide). Solvent: CO (methanol). The yield is 80.6%. RXN SMILES: [OH-].[Na+].[Cl:3][C:4]1[CH:9]=[C:8]([S:10]([CH2:13][C:14]([O:16]C)=[O:15])(=[O:12])=[O:11])[CH:7]=[CH:6][C:5]=1[NH:18][C:19](=[O:27])[C@:20]([OH:26])([CH3:25])[C:21]([F:24])([F:23])[F:22].Cl>CO>[Cl:3][C:4]1[CH:9]=[C:8]([S:10]([CH2:13][C:14]([OH:16])=[O:15])(=[O:12])=[O:11])[CH:7]=[CH:6][C:5]=1[NH:18][C:19](=[O:27])[C@:20]([OH:26])([CH3:25])[C:21]([F:24])([F:23])[F:22] |f:0.1|. Procedure details: Sodium hydroxide (2.5 ml of a 2M aqueous solution) was added to a stirred solution of (R)-N-[2-chloro-4-(methoxycarbonylmethylsulphonyl)phenyl]-2-hydroxy-2-methyl-3,3,3-trifluoropropanamide (Example 142) (0.36 g) in methanol (6 ml) and the mixture was stirred for 1 hour. Hydrochloric acid (3 ml of a 2M aqueous solution) was added and volatile material was removed by evaporation. Ethyl acetate (80 ml) was added and the mixture washed with brine (50 ml), dried and volatile material removed by evap... Starting materials: COC([C@H](CCN1C[C@H](C2(CC2)CC1)O)N1C[C@H](N(CCC1=O)C1=CC(=C(C=C1)Cl)Cl)C)=O ((S)-2-[(R)-4-(3,4-dichloro-phenyl)-3-methyl-7-oxo-[1,4]diazepan-1-yl]-4-((S)-4-hydroxy-6-aza-spiro[2.5]oct-6-yl)-butyric acid methyl ester), [Li+].[BH4-] (LiBH4). Yields the product ClC=1C=C(C=CC1Cl)N1[C@@H](CN(C(CC1)=O)[C@@H](CCN1C[C@H](C2(CC2)CC1)O)CO)C ((R)-1-(3,4-Dichloro-phenyl)-4-[(S)-3-((S)-4-hydroxy-6-aza-spiro[2.5]oct-6-yl)-1-hydroxymethyl-propyl]-2-methyl-[1,4]diazepan-5-one). Isolated yield 61.0%. Reaction SMILES: C[O:2][C:3](=O)[C@@H:4]([N:16]1[C:22](=[O:23])[CH2:21][CH2:20][N:19]([C:24]2[CH:29]=[CH:28][C:27]([Cl:30])=[C:26]([Cl:31])[CH:25]=2)[C@H:18]([CH3:32])[CH2:17]1)[CH2:5][CH2:6][N:7]1[CH2:14][CH2:13][C:10]2([CH2:12][CH2:11]2)[C@H:9]([OH:15])[CH2:8]1.[Li+].[BH4-]>>[Cl:31][C:26]1[CH:25]=[C:24]([N:19]2[CH2:20][CH2:21][C:22](=[O:23])[N:16]([C@H:4]([CH2:3][OH:2])[CH2:5][CH2:6][N:7]3[CH2:14][CH2:13][C:10]4([CH2:12][CH2:11]4)[C@H:9]([OH:15])[CH2:8]3)[CH2:17][C@H:18]2[CH3:32])[CH:29]=[CH:28][C:27]=1[Cl:30] |f:1.2|. Reported procedure: In analogy to the procedure described in example 2, (S)-2-[(R)-4-(3,4-dichloro-phenyl)-3-methyl-7-oxo-[1,4]diazepan-1-yl]-4-((S)-4-hydroxy-6-aza-spiro[2.5]oct-6-yl)-butyric acid methyl ester (example 65) and LiBH4 gave the title compound in 61% yield as white solid. MS: 470.2 (MH+, 2Cl). The reactants are CC1=C(N=C2N1C=CC(=C2)C)C2=CC(=C(C=C2)NC(C)=O)[N+](=O)[O-] (3,7-dimethyl-2-(4-acetoamido-3-nitrophenyl)imidazo[1,2-a]pyridine), [H][H] (hydrogen). Reagents/catalysts: [Pd] (palladium on carbon). Solvent: CO (methanol). Run at time 8 hour. Yields the product CC1=C(N=C2N1C=CC(=C2)C)C2=CC1=C(N=C(N1)C)C=C2 (5-(3,7-dimethylimidazo[1,2-a]pyridin-2-yl)-2-methylbenzimidazole). Isolated yield 29.9%. Reaction SMILES: [CH3:1][C:2]1[N:6]2[CH:7]=[CH:8][C:9]([CH3:11])=[CH:10][C:5]2=[N:4][C:3]=1[C:12]1[CH:17]=[CH:16][C:15]([NH:18][C:19](=O)[CH3:20])=[C:14]([N+:22]([O-])=O)[CH:13]=1.[H][H]>CO.[Pd]>[CH3:1][C:2]1[N:6]2[CH:7]=[CH:8][C:9]([CH3:11])=[CH:10][C:5]2=[N:4][C:3]=1[C:12]1[CH:17]=[CH:16][C:15]2[N:18]=[C:19]([CH3:20])[NH:22][C:14]=2[CH:13]=1. Procedure: A mixture of 3,7-dimethyl-2-(4-acetoamido-3-nitrophenyl)imidazo[1,2-a]pyridine (2 g) in methanol (200 ml) was hydrogenated over 10% palladium on carbon (wet, 400 mg) under an atmospheric pressure of hydrogen at ambient temperature for 2 hours. The catalyst was filtered off and the filtrate was concentrated to 20 ml of volume and allowed to stand overnight. Th.e precipitates were filtered off and the filtrate was concentrated under reduced pressure. The residue was subjected to column chromatogra... Starting materials: COC1=CC(=C(C(=O)O)C=C1)[N+](=O)[O-] (4-methoxy-2-nitrobenzoic acid), C(C=1C(N)=CC=CC1)(=O)O (anthranilic acid), [NH4+].[OH-] (NH4OH), Pd BaCO3. The product is COC=1C=C(C(C(=O)O)=CC1)N (4-Methoxy anthranilic acid). RXN SMILES: [CH3:1][O:2][C:3]1[CH:11]=[CH:10][C:6]([C:7]([OH:9])=[O:8])=[C:5]([N+:12]([O-])=O)[CH:4]=1.[NH4+].[OH-].C(O)(=O)C1C(=CC=CC=1)N>>[CH3:1][O:2][C:3]1[CH:4]=[C:5]([NH2:12])[C:6](=[CH:10][CH:11]=1)[C:7]([OH:9])=[O:8] |f:1.2|. Reported procedure: A solution of 4-methoxy-2-nitrobenzoic acid (19.3 g., 97.9 mmole) of 200 ml. 1 N NH4OH was reduced overnight in presence of 5% Pd/BaCO3. The reaction mixture was filtered and acidified with acetic acid to yield 15.8 g. (96%) of the anthranilic acid, M.P. 186°-188° C. Starting materials: BrC=1C=CC(NC1)=O (5-bromo-1H-pyridin-2-one), Ag2CO3, C1(CCCC1)Br (cyclopentyl bromide). Solvent: C1(=CC=CC=C1)C (toluene). Reaction conditions: temperature 60 celsius, time 2 day. Product: BrC=1C=CC(=NC1)OC1CCCC1 (5-Bromo-2-cyclopentoxypyridine). The yield is 91.4%. RXN SMILES: [Br:1][C:2]1[CH:3]=[CH:4][C:5](=[O:8])[NH:6][CH:7]=1.[CH:9]1(Br)[CH2:13][CH2:12][CH2:11][CH2:10]1>C1(C)C=CC=CC=1>[Br:1][C:2]1[CH:3]=[CH:4][C:5]([O:8][CH:9]2[CH2:13][CH2:12][CH2:11][CH2:10]2)=[N:6][CH:7]=1. Reported procedure: A mixture of 5-bromo-1H-pyridin-2-one (4.0 g, 23 mmol), Ag2CO3 (3.77 g, 1.37 mmol), cyclopentyl bromide (7.4 mL, 29 mmol) and toluene (30 ml) was stirred at 60° C. for 2 days. The reaction was filtered through Celite® and the filter cake was washed with EtOAc. Concentration and vacuum distillation gave the sub-title compound (5.09 g, 92%). The reactants are CCOC(C)=O, O=S(=O)(Cl)CCl, Cl, CC(=O)Nc1cc(N)c(Cl)cc1F, O, c1ccncc1. Yields the product CC(=O)Nc1cc(NS(=O)(=O)CCl)c(Cl)cc1F. RXN SMILES: [CH3:28][CH2:29][O:30][C:31](=[O:32])[CH3:33].[Cl:20][CH2:21][S:22](=[O:23])(=[O:24])[Cl:25].[ClH:26].[NH2:1][c:2]1[c:3]([Cl:13])[cH:4][c:5]([F:12])[c:6]([NH:8][C:9]([CH3:10])=[O:11])[cH:7]1.[OH2:27].[cH:14]1[cH:15][cH:16][n:17][cH:18][cH:19]1>>[NH:1]([c:2]1[c:3]([Cl:13])[cH:4][c:5]([F:12])[c:6]([NH:8][C:9]([CH3:10])=[O:11])[cH:7]1)[S:22]([CH2:21][Cl:20])(=[O:23])=[O:24]. The reactants are CC1(OC(C(C(O1)=O)C[C@H](CC1=CC=C(C=C1)C(F)(F)F)NC(OC(C)(C)C)=O)=O)C ((R)-tert-Butyl 3-(2,2-dimethyl-4,6-dioxo-1,3-dioxan-5-yl)-1-(4-(trifluoromethyl)phenyl)propan-2-ylcarbamate), CCCCCC (Hexane). Run in C1(=CC=CC=C1)C (toluene). The product is FC(C1=CC=C(C[C@@H]2N(C(CC2)=O)C(=O)OC(C)(C)C)C=C1)(F)F ((R)-tert-Butyl 2-(4-(trifluoromethyl)benzyl)-5-oxopyrrolidine-1-carboxylate), solid. Yield: 98.0%. As a reaction SMILES: CC1(C)OC(=O)[CH:5]([CH2:9][C@@H:10]([NH:22][C:23](=[O:29])[O:24][C:25]([CH3:28])([CH3:27])[CH3:26])[CH2:11][C:12]2[CH:17]=[CH:16][C:15]([C:18]([F:21])([F:20])[F:19])=[CH:14][CH:13]=2)[C:4](=O)[O:3]1.CCCCCC>C1(C)C=CC=CC=1>[F:19][C:18]([F:20])([F:21])[C:15]1[CH:16]=[CH:17][C:12]([CH2:11][C@H:10]2[CH2:9][CH2:5][C:4](=[O:3])[N:22]2[C:23]([O:24][C:25]([CH3:28])([CH3:27])[CH3:26])=[O:29])=[CH:13][CH:14]=1. Procedure details: (R)-tert-Butyl 3-(2,2-dimethyl-4,6-dioxo-1,3-dioxan-5-yl)-1-(4-(trifluoromethyl)phenyl)propan-2-ylcarbamate (10.0 g, 22.5 mmol) in 100 mL toluene was heated at 105° C. for 3 hours. Hexane was added, and the mixture was sonicated. The resulting solid was filtered. The desired product was obtained as a white amorphous solid (21.0 g, yield 98%). No further purification was performed and the reaction was carried on to the next step. Starting materials: FC=1C=C(C=CC1OC)C(CC#N)=O (3-(3-Fluoro-4-methoxyphenyl)-3-oxopropanenitrile), NN (hydrazine). The solvent is C(C)O (ethanol). The product is FC=1C=C(C=CC1OC)C1=NNC(=C1)N (3-(3-fluoro-4-methoxyphenyl)-1H-pyrazol-5-amine). Reaction SMILES: [F:1][C:2]1[CH:3]=[C:4]([C:10](=O)[CH2:11][C:12]#[N:13])[CH:5]=[CH:6][C:7]=1[O:8][CH3:9].[NH2:15][NH2:16]>C(O)C>[F:1][C:2]1[CH:3]=[C:4]([C:10]2[CH:11]=[C:12]([NH2:13])[NH:16][N:15]=2)[CH:5]=[CH:6][C:7]=1[O:8][CH3:9]. Procedure details: 3-(3-Fluoro-4-methoxyphenyl)-3-oxopropanenitrile (2.13 g, 11 mmol) and hydrazine (0.38 mL, 12.13 mmol) were combined in absolute ethanol and the reaction mixture was heated to reflux overnight. Then, the solvent and excess hydrazine were evaporated to provide the title compound in quantitative yield.